Dataset: the Open Reaction Database (ORD), a public repository of structured organic reaction records. Task: describe an organic reaction: reactants, conditions, products, and yield Starting materials: CC(C)=O, O=C(Cl)OCC(Cl)(Cl)Cl, NCCO, [Na+], [Na+], O=C([O-])[O-], O. Yields the product O=C(NCCO)OCC(Cl)(Cl)Cl. RXN SMILES: [CH3:21][C:22]([CH3:23])=[O:24].[Cl:11][C:12]([CH2:13][O:14][C:15](=[O:16])[Cl:17])([Cl:18])[Cl:19].[NH2:1][CH2:2][CH2:3][OH:4].[Na+:5].[Na+:6].[O-:7][C:8](=[O:9])[O-:10].[OH2:20]>>[NH:1]([CH2:2][CH2:3][OH:4])[C:15]([O:14][CH2:13][C:12]([Cl:11])([Cl:18])[Cl:19])=[O:16]. The reactants are CC(C)(C)N(C([O-])=O)CC(CC1=CC=CC=C1)NC(=O)C=1SC(=CC1)C1=CC=NN1CC (1,1-Dimethylethyl[2-({[5-(1-ethyl-1H-pyrazol-5-yl)-2-thienyl]carbonyl}amino)-3-phenylpropyl]carbamate), C(=O)(C(F)(F)F)O (TFA). The solvent is C(Cl)Cl (DCM). Reaction conditions: time 1 hour. The product is C(=O)(C(F)(F)F)O (TFA), NCC(CC1=CC=CC=C1)NC(=O)C=1SC(=CC1)C1=CC=NN1CC (N-[2-amino-1-(phenylmethyl)ethyl]-5-(1-ethyl-1H-pyrazol-5-yl)-2-thiophenecarboxamide). Isolated yield 50.0%. As a reaction SMILES: CC([N:5]([CH2:9][CH:10]([NH:18][C:19]([C:21]1[S:22][C:23]([C:26]2[N:30]([CH2:31][CH3:32])[N:29]=[CH:28][CH:27]=2)=[CH:24][CH:25]=1)=[O:20])[CH2:11][C:12]1[CH:17]=[CH:16][CH:15]=[CH:14][CH:13]=1)C(=O)[O-])(C)C.[C:33]([OH:39])([C:35]([F:38])([F:37])[F:36])=[O:34]>C(Cl)Cl>[C:33]([OH:39])([C:35]([F:38])([F:37])[F:36])=[O:34].[NH2:5][CH2:9][CH:10]([NH:18][C:19]([C:21]1[S:22][C:23]([C:26]2[N:30]([CH2:31][CH3:32])[N:29]=[CH:28][CH:27]=2)=[CH:24][CH:25]=1)=[O:20])[CH2:11][C:12]1[CH:17]=[CH:16][CH:15]=[CH:14][CH:13]=1. Procedure details: 1,1-Dimethylethyl[2-({[5-(1-ethyl-1H-pyrazol-5-yl)-2-thienyl]carbonyl}amino)-3-phenylpropyl]carbamate (74 mg, 0.16 mmol) was dissolved in DCM (2 mL) and treated with TFA (1 mL). After 1 h, the solution was concentrated and neutralized through silica using 4% MeOH in DCM (1% NH4OH). The title compound was further purified using reverse-phase HPLC (C18 column: H2O/CH3CN, 40-10%) affording the bis-TFA salt of the title compound (47 mg, 50%) as a white solid: LCMS (ES) m/z 355 (M+H)+, 1H NMR (d4-MeO... Starting materials: C(C)(C)(C)C=1N=C(C2=C(N1)N(N=N2)CC2=C(C=CC=C2)Cl)N2CCOCC2 (5-tert-Butyl-3-(2-chloro-benzyl)-7-morpholin-4-yl-3H-[1,2,3]triazolo[4,5-d]pyrimidine), C(C)(C)(C)C=1N=C(C2=C(N1)N(N=N2)CC2=C(C=CC=C2)Cl)Cl (5-tert-butyl-7-chloro-3-(2-chlorobenzyl)-3H-[1,2,3]triazolo[4,5-d]pyrimidine), Cl.FC1(C[C@@H](NC1)CO)F ((R)-(4,4-difluoropyrrolidin-2-yl)methanol hydrochloride). The product is C(C)(C)(C)C=1N=C(C2=C(N1)N(N=N2)CC2=C(C=CC=C2)Cl)N2[C@H](CC(C2)(F)F)CO ({(R)-1-[5-tert-Butyl-3-(2-chloro-benzyl)-3H-[1,2,3]triazolo[4,5-d]pyrimidin-7-yl]-4,4-difluoro-pyrrolidin-2-yl}-methanol). As a reaction SMILES: C(C1N=C(N2CCOCC2)C2N=NN(CC3C=CC=CC=3Cl)C=2N=1)(C)(C)C.[C:28]([C:32]1[N:33]=[C:34](Cl)[C:35]2[N:40]=[N:39][N:38]([CH2:41][C:42]3[CH:47]=[CH:46][CH:45]=[CH:44][C:43]=3[Cl:48])[C:36]=2[N:37]=1)([CH3:31])([CH3:30])[CH3:29].Cl.[F:51][C:52]1([F:59])[CH2:56][NH:55][C@@H:54]([CH2:57][OH:58])[CH2:53]1>>[C:28]([C:32]1[N:33]=[C:34]([N:55]2[CH2:56][C:52]([F:59])([F:51])[CH2:53][C@@H:54]2[CH2:57][OH:58])[C:35]2[N:40]=[N:39][N:38]([CH2:41][C:42]3[CH:47]=[CH:46][CH:45]=[CH:44][C:43]=3[Cl:48])[C:36]=2[N:37]=1)([CH3:31])([CH3:30])[CH3:29] |f:2.3|. Procedure: In analogy to the procedure described for the synthesis of 5-tert-butyl-3-(2-chlorobenzyl)-7-morpholin-4-yl-3H-[1,2,3]triazolo[4,5-d]pyrimidine (example 1, step c), the title compound was prepared from 5-tert-butyl-7-chloro-3-(2-chlorobenzyl)-3H-[1,2,3]triazolo[4,5-d]pyrimidine and (R)-(4,4-difluoropyrrolidin-2-yl)methanol hydrochloride and isolated as white solid. MS (m/e): 437.3 (MH+).